From a dataset of the Open Reaction Database (ORD), a public repository of structured organic reaction records. describe an organic reaction: reactants, conditions, products, and yield Product: C(#N)C1=C(C(=C(C=C1)C(C(=O)OC(C1=CC=CC=C1)C1=CC=CC=C1)Br)OCOCCOC)OCOCCOC (Diphenylmethyl [4-cyano-2,3-bis-[(2-methoxy-ethoxy]-methoxy]phenyl]-bromoacetate). Reactants: C(#N)C1=C(C(=C(C=C1)C(C(=O)O)Br)OCOCCOC)OCOCCOC ([4-cyano-2,3-bis-[(2-methoxy-ethoxy)-methoxy]-phenyl]bromoacetic acid), C1(=CC=CC=C1)C(=[N+]=[N-])C1=CC=CC=C1 (diphenyl diazomethane). The solvent is C(Cl)Cl (methylene chloride). As a reaction SMILES: [C:1]([C:3]1[CH:8]=[CH:7][C:6]([CH:9]([Br:13])[C:10]([OH:12])=[O:11])=[C:5]([O:14][CH2:15][O:16][CH2:17][CH2:18][O:19][CH3:20])[C:4]=1[O:21][CH2:22][O:23][CH2:24][CH2:25][O:26][CH3:27])#[N:2].[C:28]1([C:34]([C:37]2[CH:42]=[CH:41][CH:40]=[CH:39][CH:38]=2)=[N+]=[N-])[CH:33]=[CH:32][CH:31]=[CH:30][CH:29]=1>C(Cl)Cl>[C:1]([C:3]1[CH:8]=[CH:7][C:6]([CH:9]([Br:13])[C:10]([O:12][CH:34]([C:28]2[CH:33]=[CH:32][CH:31]=[CH:30][CH:29]=2)[C:37]2[CH:42]=[CH:41][CH:40]=[CH:39][CH:38]=2)=[O:11])=[C:5]([O:14][CH2:15][O:16][CH2:17][CH2:18][O:19][CH3:20])[C:4]=1[O:21][CH2:22][O:23][CH2:24][CH2:25][O:26][CH3:27])#[N:2]. Procedure details: The product of Step A was dissolved in 10 ml of methylene chloride and 470 mg of diphenyl diazomethane were added. Evaporation was carried out followed by chromatography on silica (eluant: cyclohexane - ethyl acetate (2-1)) to obtain 450 mg of the desired, product.